From a dataset of the Open Reaction Database (ORD), a public repository of structured organic reaction records. describe an organic reaction: reactants, conditions, products, and yield The reactants are CCCC(C)Oc1nc(N)c2nc(OC)n(CCC3CCCN(CC)C3)c2n1, CCCC(C)Oc1nc(N)c2nc(OC)n(CCCCC3CCCNC3)c2n1, CCI. The product is CCCC(C)Oc1nc(N)c2nc(OC)n(CCCCC3CCCN(CC)C3)c2n1. RXN SMILES: [CH2:1]([CH3:2])[N:3]1[CH2:4][CH2:5][CH2:6][CH:7]([CH2:8][CH2:9][n:10]2[c:11]([O:12][CH3:13])[n:14][c:15]3[c:16]2[n:17][c:18]([O:19][CH:20]([CH3:21])[CH2:22][CH2:23][CH3:24])[n:25][c:26]3[NH2:27])[CH2:28]1.[CH3:29][CH:30]([CH2:31][CH2:32][CH3:33])[O:34][c:35]1[n:36][c:37]([NH2:56])[c:38]2[n:39][c:40]([O:54][CH3:55])[n:41]([CH2:44][CH2:45][CH2:46][CH2:47][CH:48]3[CH2:49][NH:50][CH2:51][CH2:52][CH2:53]3)[c:42]2[n:43]1.[I:57][CH2:58][CH3:59]>>[CH2:1]([CH3:2])[N:50]1[CH2:49][CH:48]([CH2:47][CH2:46][CH2:45][CH2:44][n:41]2[c:40]([O:54][CH3:55])[n:39][c:38]3[c:37]([NH2:56])[n:36][c:35]([O:34][CH:30]([CH3:29])[CH2:31][CH2:32][CH3:33])[n:43][c:42]32)[CH2:53][CH2:52][CH2:51]1. The reactants are BrC=1C=NC=2N(C1)N=C(C2)C(=O)O (6-bromo-pyrazolo[1,5-a]pyrimidine-2-carboxylic acid), CC1NCCC2=CC=CC(=C12)C=1OC(=CC1)C (1-Methyl-8-(5-methyl-furan-2-yl)-1,2,3,4-tetrahydro-isoquinoline). Yields the product BrC=1C=NC=2N(C1)N=C(C2)C(=O)N2C(C1=C(C=CC=C1CC2)C=2OC(=CC2)C)C ((6-Bromo-pyrazolo[1,5-a]pyrimidin-2-yl)-[1-methyl-8-(5-methyl-furan-2-yl)-3,4-dihydro-1H-isoquinolin-2-yl]-methanone). As a reaction SMILES: [Br:1][C:2]1[CH:3]=[N:4][C:5]2[N:6]([N:8]=[C:9]([C:11]([OH:13])=O)[CH:10]=2)[CH:7]=1.[CH3:14][CH:15]1[C:24]2[C:19](=[CH:20][CH:21]=[CH:22][C:23]=2[C:25]2[O:26][C:27]([CH3:30])=[CH:28][CH:29]=2)[CH2:18][CH2:17][NH:16]1>>[Br:1][C:2]1[CH:3]=[N:4][C:5]2[N:6]([N:8]=[C:9]([C:11]([N:16]3[CH2:17][CH2:18][C:19]4[C:24](=[C:23]([C:25]5[O:26][C:27]([CH3:30])=[CH:28][CH:29]=5)[CH:22]=[CH:21][CH:20]=4)[CH:15]3[CH3:14])=[O:13])[CH:10]=2)[CH:7]=1. Procedure: In close analogy to the procedure described in Example 1, 6-bromo-pyrazolo[1,5-a]pyrimidine-2-carboxylic acid is reacted with 1-Methyl-8-(5-methyl-furan-2-yl)-1,2,3,4-tetrahydro-isoquinoline to provide the title compound in moderate yield.